Dataset: the Open Reaction Database (ORD), a public repository of structured organic reaction records. Task: describe an organic reaction: reactants, conditions, products, and yield The reactants are O=C(Cl)C(=O)Cl, O=C(O)c1cnc(Cl)cc1Cl, ClCCl, CN(C)C=O. Product: NC(=O)c1cnc(Cl)cc1Cl. Reaction SMILES: [Cl:12][C:13]([C:14]([Cl:15])=[O:16])=[O:17].[Cl:1][c:2]1[cH:3][c:4]([Cl:11])[n:5][cH:6][c:7]1[C:8](=[O:9])[OH:10].[Cl:23][CH2:24][Cl:25].[O:18]=[CH:19][N:20]([CH3:21])[CH3:22]>>[Cl:1][c:2]1[cH:3][c:4]([Cl:11])[n:5][cH:6][c:7]1[C:8](=[O:9])[NH2:20]. Starting materials: CCc1nc2cc3c(cc2o1)CCNCC3, Cc1ncoc1-c1nnc(SCCCCl)n1C. Product: CCc1nc2cc3c(cc2o1)CCN(CCCSc1nnc(-c2ocnc2C)n1C)CC3, Cl. Reaction SMILES: [CH2:1]([CH3:2])[c:3]1[o:4][c:5]2[cH:6][c:7]3[c:8]([cH:14][c:15]2[n:16]1)[CH2:9][CH2:10][NH:11][CH2:12][CH2:13]3.[Cl:17][CH2:18][CH2:19][CH2:20][S:21][c:22]1[n:23][n:24][c:25](-[c:28]2[c:29]([CH3:33])[n:30][cH:31][o:32]2)[n:26]1[CH3:27]>>[CH2:1]([CH3:2])[c:3]1[o:4][c:5]2[cH:6][c:7]3[c:8]([cH:14][c:15]2[n:16]1)[CH2:9][CH2:10][N:11]([CH2:18][CH2:19][CH2:20][S:21][c:22]1[n:23][n:24][c:25](-[c:28]2[c:29]([CH3:33])[n:30][cH:31][o:32]2)[n:26]1[CH3:27])[CH2:12][CH2:13]3.[ClH:17]. The reactants are C(C)(=O)NC=1SC2=C(N1)C=CC(=C2C#N)OC=2C=C(C=CC2)NC(C(F)(F)F)=O (N-(3-{[2-(Acetylamino)-7-cyano-1,3-benzothiazol-6-yl]oxy}phenyl)-2,2,2-trifluoroacetamide), O.[OH-].[Li+] (lithium hydroxide monohydrate). Run in O1CCCC1 (tetrahydrofuran), CO (methanol), O (water), C(C)(=O)OCC (ethyl acetate), O1CCCC1 (tetrahydrofuran). Run at time 20 hour. The product is NC=1C=C(OC2=C(C3=C(N=C(S3)NC(C)=O)C=C2)C#N)C=CC1 (N-[6-(3-aminophenoxy)-7-cyano-1,3-benzothiazol-2-yl]acetamide). Yield: 38.1%. Reaction SMILES: [C:1]([NH:4][C:5]1[S:6][C:7]2[C:13]([C:14]#[N:15])=[C:12]([O:16][C:17]3[CH:18]=[C:19]([NH:23]C(=O)C(F)(F)F)[CH:20]=[CH:21][CH:22]=3)[CH:11]=[CH:10][C:8]=2[N:9]=1)(=[O:3])[CH3:2].O.[OH-].[Li+]>O1CCCC1.CO.O.C(OCC)(=O)C>[NH2:23][C:19]1[CH:18]=[C:17]([CH:22]=[CH:21][CH:20]=1)[O:16][C:12]1[CH:11]=[CH:10][C:8]2[N:9]=[C:5]([NH:4][C:1](=[O:3])[CH3:2])[S:6][C:7]=2[C:13]=1[C:14]#[N:15] |f:1.2.3|. Procedure details: N-(3-{[2-(Acetylamino)-7-cyano-1,3-benzothiazol-6-yl]oxy}phenyl)-2,2,2-trifluoroacetamide (6.8 g, 16.2 mmol) was dissolved in a mixed solvent of tetrahydrofuran (75 mL)/methanol (25 mL)/water (25 mL), lithium hydroxide monohydrate (1.99 g, 48.5 mmol) was added, and the mixture was stirred at room temperature for 20 hr. The reaction mixture was diluted with ethyl acetate (600 mL) and tetrahydrofuran (200 mL), washed successively with 5% aqueous sodium hydrogen carbonate solution (300 mL) and satu... Starting materials: FC1=C(C=CC=C1)CC#N (2-fluorophenylacetonitrile), C([O-])([O-])=O.[K+].[K+] (potassium carbonate), C1(=CC=CC=C1)SCN=[N+]=[N-] (azidomethyl phenyl sulfide). Run in CS(=O)C (dimethylsulfoxide). Reaction conditions: time 16 hour. The product is FC1=C(C=CC=C1)C1=C(N(N=N1)CSC1=CC=CC=C1)N (5-(2-fluorophenyl)-3-phenylsulfenylmethyl-3H-1,2,3-triazol-4-ylamine). Yield: 28.7%. Reaction SMILES: C(=O)([O-])[O-].[K+].[K+].[F:7][C:8]1[CH:13]=[CH:12][CH:11]=[CH:10][C:9]=1[CH2:14][C:15]#[N:16].[C:17]1([S:23][CH2:24][N:25]=[N+:26]=[N-:27])[CH:22]=[CH:21][CH:20]=[CH:19][CH:18]=1>CS(C)=O>[F:7][C:8]1[CH:13]=[CH:12][CH:11]=[CH:10][C:9]=1[C:14]1[N:27]=[N:26][N:25]([CH2:24][S:23][C:17]2[CH:18]=[CH:19][CH:20]=[CH:21][CH:22]=2)[C:15]=1[NH2:16] |f:0.1.2|. Procedure: To a stirred suspension of potassium carbonate (19.5 g, 141 mmol) in dry dimethylsulfoxide (100 ml) under nitrogen was added 2-fluorophenylacetonitrile (5.9 ml, 46 mmol). The reaction was stirred for 5 minutes at which time azidomethyl phenyl sulfide (5 ml, 35.3 mmol) was added dropwise. The resulting yellow reaction mixture was stirred at room temperature for 16 hours before slow addition to distilled water (2000 ml) with vigorous stirring. The aqueous mixture was extracted with ethyl acetate (... The reactants are B(Br)(Br)Br (boron tribromide), ClCCOC1=CC=C(C=C1)N1C(=NC2=CC(=CC=C2C1=O)OC)C1=CC=C(C=C1)OC (3-[4-(2-chloro-ethoxy)-phenyl]-7-methoxy-2-(4-methoxy-phenyl)-3H-quinazolin-4-one), C([O-])(O)=O.[Na+] (sodium bicarbonate). Solvent: C(Cl)Cl (methylene chloride). Run at temperature -30 celsius, time 20 minute. Yields the product ClCCOC1=CC=C(C=C1)N1C(=NC2=CC(=CC=C2C1=O)O)C1=CC=C(C=C1)O (3-[4-(2-Chloro-ethoxy)-phenyl]-7-hydroxy-2-(4-hydroxy-phenyl)-3H-quinazolin-4-one). As a reaction SMILES: [Cl:1][CH2:2][CH2:3][O:4][C:5]1[CH:10]=[CH:9][C:8]([N:11]2[C:20](=[O:21])[C:19]3[C:14](=[CH:15][C:16]([O:22]C)=[CH:17][CH:18]=3)[N:13]=[C:12]2[C:24]2[CH:29]=[CH:28][C:27]([O:30]C)=[CH:26][CH:25]=2)=[CH:7][CH:6]=1.B(Br)(Br)Br.C(=O)(O)[O-].[Na+]>C(Cl)Cl>[Cl:1][CH2:2][CH2:3][O:4][C:5]1[CH:6]=[CH:7][C:8]([N:11]2[C:20](=[O:21])[C:19]3[C:14](=[CH:15][C:16]([OH:22])=[CH:17][CH:18]=3)[N:13]=[C:12]2[C:24]2[CH:29]=[CH:28][C:27]([OH:30])=[CH:26][CH:25]=2)=[CH:9][CH:10]=1 |f:2.3|. Reported procedure: To a chilled (-30° C.) solution of 1.0 g (0.00229 mol) of 3-[4-(2-chloro-ethoxy)-phenyl]-7-methoxy-2-(4-methoxy-phenyl)-3H-quinazolin-4-one in 300 mL of dry methylene chloride was added 23 mL (0.0229 mol) of boron tribromide (1M solution in dichloromethane (Aldrich Chemicals)). The reaction mixture was stirred at -30° C. for 20 minutes, under nitrogen, and then at room temperature overnight. The crude reaction mixture was added to 700 mL of aqueous sodium bicarbonate. The solution was stirred vi...